The task is: describe an organic reaction: reactants, conditions, products, and yield. This data is from the Open Reaction Database (ORD), a public repository of structured organic reaction records. Starting materials: ClC1=CC=C(C=2C=COC21)CCCO (3-(7-chloro-benzofuran-4-yl)-propan-1-ol), CCOC(=O)/N=N/C(=O)OCC (Diethylazodicarboxylate), C1(=CC=CC=C1)P(C1=CC=CC=C1)C1=CC=CC=C1 (triphenylphosphine), C1(C=2C(C(N1)=O)=CC=CC2)=O (phthalimide). The solvent is C1CCOC1 (THF), C1CCOC1 (THF). Run at time 2 hour. The product is ClC1=CC=C(C=2C=COC21)CCCN2C(C1=CC=CC=C1C2=O)=O (2-[3-(7-Chloro-benzofuran-4-yl)-propyl]-isoindole-1,3-dione). The yield is 88.7%. Reaction SMILES: CCOC(/N=N/C(OCC)=O)=O.C1(P(C2C=CC=CC=2)C2C=CC=CC=2)C=CC=CC=1.[C:32]1(=[O:42])[NH:36][C:35](=[O:37])[C:34]2=[CH:38][CH:39]=[CH:40][CH:41]=[C:33]12.[Cl:43][C:44]1[C:52]2[O:51][CH:50]=[CH:49][C:48]=2[C:47]([CH2:53][CH2:54][CH2:55]O)=[CH:46][CH:45]=1>C1COCC1>[Cl:43][C:44]1[C:52]2[O:51][CH:50]=[CH:49][C:48]=2[C:47]([CH2:53][CH2:54][CH2:55][N:36]2[C:32](=[O:42])[C:33]3[C:34](=[CH:38][CH:39]=[CH:40][CH:41]=3)[C:35]2=[O:37])=[CH:46][CH:45]=1. Reported procedure: Diethylazodicarboxylate (0.35 ml) was added dropwise to a solution of triphenylphosphine (587 mg) and phthalimide (329 mg) in dry THF (10 ml) at 0° under nitrogen. A solution of 3-(7-chloro-benzofuran-4-yl)-propan-1-ol (364 mg) in THF (5 ml) was then added and the mixture allowed to warm to room temperature and stirred for 2 h. The solvent was evaporated and the residue purified by column chromatography, eluting with cyclohexane/ether 3:1 gave the title compound as a colourless solid (521 mg) Starting materials: ClCCCC(=O)C1=CC=C(C=C1)C(C(=O)O)(C)C (2-[4-(4-chloro-butyryl)-phenyl]-2-methyl-propionic acid), CO (methanol). Solvent: Cl (hydrogen chloride), Cl (hydrogen chloride). Product: ClCCCC(=O)C1=CC=C(C=C1)C(C(=O)OC)(C)C (2-[4-(4-Chloro-butyryl)-phenyl]-2-methyl-propionic acid, methyl ester). The yield is 95.1%. Reaction SMILES: [Cl:1][CH2:2][CH2:3][CH2:4][C:5]([C:7]1[CH:12]=[CH:11][C:10]([C:13]([CH3:18])([CH3:17])[C:14]([OH:16])=[O:15])=[CH:9][CH:8]=1)=[O:6].[CH3:19]O>Cl>[Cl:1][CH2:2][CH2:3][CH2:4][C:5]([C:7]1[CH:12]=[CH:11][C:10]([C:13]([CH3:18])([CH3:17])[C:14]([O:16][CH3:19])=[O:15])=[CH:9][CH:8]=1)=[O:6]. Reported procedure: Dissolve 2-[4-(4-chloro-butyryl)-phenyl]-2-methyl-propionic acid (6.2 g, 23.1 mmol) in hot methanolic solution of anhydrous hydrogen chloride (42 mL of a methanol containing 3.2 g of anhydrous hydrogen chloride). Reflux for 42 minutes, evaporate the solvent in vacuo, dissolve the residue in methylene chloride and wash with water. Dry (MgSO4), filter through silica gel, washing the gel with methylene chloride. Combine the organic washings and evaporate the solvent in vacuo to give the title compo... Reactants: Brc1nc2ccccc2s1, Cc1[nH]c(C(=O)NC2CCNCC2)cc1Br, Cl. Product: Cc1[nH]c(C(=O)NC2CCN(c3nc4ccccc4s3)CC2)cc1Br. Reaction SMILES: [Br:18][c:19]1[s:20][c:21]2[c:22]([n:23]1)[cH:24][cH:25][cH:26][cH:27]2.[Br:2][c:3]1[cH:4][c:5]([C:9](=[O:10])[NH:11][CH:12]2[CH2:13][CH2:14][NH:15][CH2:16][CH2:17]2)[nH:6][c:7]1[CH3:8].[ClH:1]>>[Br:2][c:3]1[cH:4][c:5]([C:9](=[O:10])[NH:11][CH:12]2[CH2:13][CH2:14][N:15]([c:19]3[s:20][c:21]4[c:22]([n:23]3)[cH:24][cH:25][cH:26][cH:27]4)[CH2:16][CH2:17]2)[nH:6][c:7]1[CH3:8]. The reactants are N1C=CC2=CC=CC=C12 (Indole), Cu2Br2, O (water), FC1=C(C=CC(=C1)Br)OC (o-fluoro-p-bromoanisole), C(=O)([O-])[O-].[K+].[K+] (K2CO3). The solvent is CN1C(CCC1)=O (N-methylpyrrolidone). Yields the product FC=1C=C(C=CC1OC)N1C=CC2=CC=CC=C12 (1-(3-Fluoro-4-methoxyphenyl)indole). RXN SMILES: [NH:1]1[C:9]2[C:4](=[CH:5][CH:6]=[CH:7][CH:8]=2)[CH:3]=[CH:2]1.[F:10][C:11]1[CH:16]=[C:15](Br)[CH:14]=[CH:13][C:12]=1[O:18][CH3:19].C([O-])([O-])=O.[K+].[K+].O>CN1CCCC1=O>[F:10][C:11]1[CH:16]=[C:15]([N:1]2[C:9]3[C:4](=[CH:5][CH:6]=[CH:7][CH:8]=3)[CH:3]=[CH:2]2)[CH:14]=[CH:13][C:12]=1[O:18][CH3:19] |f:2.3.4|. Procedure: Indole (60 g, 0.51 mole), o-fluoro-p-bromoanisole (112.2 g, 0.547 mole), K2CO3 (76 g, 0.55 mole) and Cu2Br2 (14 g) were combined in 600 ml N-methylpyrrolidone and heated at 185°-200° for 48 hours, stirring under N2. The reaction mixture was cooled, poured into ice and water and extracted several times with ethyl acetate. The combined organic layers were washed with H2O, then brine, dried over MgSO4, treated with activated carbon, and concentrated to an oil (148 g). A portion of the oil (25 g) wa... Starting materials: ice water, C(C(=O)Cl)(=O)Cl (oxalyl chloride), [Cl-].[Al+3].[Cl-].[Cl-] (aluminium chloride), [Cl-].[Al+3].[Cl-].[Cl-] (aluminium chloride), C1(=CC=CC=C1)C1CCC(CC1)=O (4-phenylcyclohexanone), [Cl-].[Ca+2].[Cl-] (calcium chloride). Run in C(Cl)Cl (methylene chloride), C(Cl)Cl (methylene chloride), C(Cl)Cl (methylene chloride), O (water). Reaction conditions: temperature 2 celsius, time 30 minute. Product: O=C1CCC(CC1)C1=CC=C(C(=O)Cl)C=C1 (4-(4-oxocyclohexyl)benzoyl chloride). As a reaction SMILES: [Cl-].[Al+3].[Cl-].[Cl-].[C:5]1([CH:11]2[CH2:16][CH2:15][C:14](=[O:17])[CH2:13][CH2:12]2)[CH:10]=[CH:9][CH:8]=[CH:7][CH:6]=1.C(Cl)(=O)[C:19]([Cl:21])=[O:20].[Cl-].[Ca+2].[Cl-]>C(Cl)Cl.O>[O:17]=[C:14]1[CH2:15][CH2:16][CH:11]([C:5]2[CH:10]=[CH:9][C:8]([C:19]([Cl:21])=[O:20])=[CH:7][CH:6]=2)[CH2:12][CH2:13]1 |f:0.1.2.3,6.7.8|. Procedure: A suspension of 133.3 g of aluminium chloride in 250 ml of methylene chloride was treated dropwise at 20° C. while cooling and gassing with nitrogen with a solution of 174.2 g of 4-phenylcyclohexanone in 250 ml of methylene chloride. The reaction mixture was stirred for a further 30 minutes until a clear solution was obtained. In the meanwhile, a suspension of 133.3 g of aluminium chloride in 500 ml of methylene chloride was treated with 172 ml of oxalyl chloride while gassing with nitrogen. Thi... Reactants: COC(=O)C12CN(Cc3ccccc3)CC1C(I)=CCC2c1ccccc1, CO, COCCOC, [Na+], [Na+], O=C([O-])[O-], c1ccc(P(c2ccccc2)(c2ccccc2)[Pd](P(c2ccccc2)(c2ccccc2)c2ccccc2)(P(c2ccccc2)(c2ccccc2)c2ccccc2)P(c2ccccc2)(c2ccccc2)c2ccccc2)cc1, OB(O)c1cc2ccccc2s1. Yields the product COC(=O)C12CN(Cc3ccccc3)CC1C(c1cc3ccccc3s1)=CCC2c1ccccc1. As a reaction SMILES: [CH2:19]([c:20]1[cH:21][cH:22][cH:23][cH:24][cH:25]1)[N:26]1[CH2:27][CH:28]2[C:29]([I:45])=[CH:30][CH2:31][CH:32]([c:39]3[cH:40][cH:41][cH:42][cH:43][cH:44]3)[C:33]2([C:35](=[O:36])[O:37][CH3:38])[CH2:34]1.[CH3:46][OH:47].[CH3:48][O:49][CH2:50][CH2:51][O:52][CH3:53].[Na+:13].[Na+:14].[O-:15][C:16](=[O:17])[O-:18].[cH:54]1[cH:55][cH:56][c:57]([P:58]([Pd:59]([P:60]([c:61]2[cH:62][cH:63][cH:64][cH:65][cH:66]2)([c:67]2[cH:68][cH:69][cH:70][cH:71][cH:72]2)[c:73]2[cH:74][cH:75][cH:76][cH:77][cH:78]2)([P:79]([c:80]2[cH:81][cH:82][cH:83][cH:84][cH:85]2)([c:86]2[cH:87][cH:88][cH:89][cH:90][cH:91]2)[c:92]2[cH:93][cH:94][cH:95][cH:96][cH:97]2)[P:98]([c:99]2[cH:100][cH:101][cH:102][cH:103][cH:104]2)([c:105]2[cH:106][cH:107][cH:108][cH:109][cH:110]2)[c:111]2[cH:112][cH:113][cH:114][cH:115][cH:116]2)([c:117]2[cH:118][cH:119][cH:120][cH:121][cH:122]2)[c:123]2[cH:124][cH:125][cH:126][cH:127][cH:128]2)[cH:129][cH:130]1.[s:1]1[c:2]([B:10]([OH:11])[OH:12])[cH:3][c:4]2[c:5]1[cH:6][cH:7][cH:8][cH:9]2>>[s:1]1[c:2]([C:29]2=[CH:30][CH2:31][CH:32]([c:39]3[cH:40][cH:41][cH:42][cH:43][cH:44]3)[C:33]3([C:35](=[O:36])[O:37][CH3:38])[CH:28]2[CH2:27][N:26]([CH2:19][c:20]2[cH:21][cH:22][cH:23][cH:24][cH:25]2)[CH2:34]3)[cH:3][c:4]2[c:5]1[cH:6][cH:7][cH:8][cH:9]2.